From a dataset of the Open Reaction Database (ORD), a public repository of structured organic reaction records. describe an organic reaction: reactants, conditions, products, and yield Reactants: N1=C(C=CC=C1)N1C=C(C=2C1=NC=CC2)C(=O)O (1-(Pyridin-2-yl)-1H-pyrrolo[2,3-b]pyridine-3-carboxylic acid), Cl.CN(CCCN=C=NCC)C (1-(3-dimethylaminopropyl)-3-ethylcarbodiimide hydrochloride), ON1N=NC2=C1C=CC=C2 (1-hydroxybenzotriazole), NC(=N)N (guanidine). The solvent is O1CCCC1 (tetrahydrofuran). Run at temperature 20 celsius, time 16 day. The product is Cl.N1=C(C=CC=C1)N1C=C(C=2C1=NC=CC2)C(=O)NC(=N)N (N-[1-(pyridin-2-yl)-1H-pyrrolo[2,3-b]pyridine-3-carbonyl]guanidine hydrochloride). Reaction SMILES: [N:1]1[CH:6]=[CH:5][CH:4]=[CH:3][C:2]=1[N:7]1[C:11]2=[N:12][CH:13]=[CH:14][CH:15]=[C:10]2[C:9]([C:16]([OH:18])=O)=[CH:8]1.[ClH:19].CN(C)CCCN=C=NCC.ON1C2C=CC=CC=2N=N1.[NH2:41][C:42]([NH2:44])=[NH:43]>O1CCCC1>[ClH:19].[N:1]1[CH:6]=[CH:5][CH:4]=[CH:3][C:2]=1[N:7]1[C:11]2=[N:12][CH:13]=[CH:14][CH:15]=[C:10]2[C:9]([C:16]([NH:43][C:42]([NH2:44])=[NH:41])=[O:18])=[CH:8]1 |f:1.2,6.7|. Procedure details: 1-(Pyridin-2-yl)-1H-pyrrolo[2,3-b]pyridine-3-carboxylic acid, 0.46 g (2.4 mmol) of 1-(3-dimethylaminopropyl)-3-ethylcarbodiimide hydrochloride and 0.027 g (0,2 mmol) of 1-hydroxybenzotriazole were added to 0.59 g (10 mmol) of guanidine in 15 cm3 of tetrahydrofuran under an argon atmosphere. After stirring at a temperature in the region of 20° C. for 16 days, the reaction mixture was concentrated to dryness under reduced pressure (2.7 kPa) and the residue was triturated in 20 cm3 of methanol and ... The reactants are CCS, Cl, COc1ccn(Cc2cccc(F)c2)c(=O)c1C#N, [H-], [Na+], CN(C)C=O. The product is N#Cc1c(O)ccn(Cc2cccc(F)c2)c1=O. As a reaction SMILES: [CH2:3]([SH:4])[CH3:5].[ClH:25].[F:6][c:7]1[cH:8][c:9]([CH2:10][n:11]2[c:12](=[O:21])[c:13]([C:19]#[N:20])[c:14]([O:17][CH3:18])[cH:15][cH:16]2)[cH:22][cH:23][cH:24]1.[H-:1].[Na+:2].[O:26]=[CH:27][N:28]([CH3:29])[CH3:30]>>[F:6][c:7]1[cH:8][c:9]([CH2:10][n:11]2[c:12](=[O:21])[c:13]([C:19]#[N:20])[c:14]([OH:17])[cH:15][cH:16]2)[cH:22][cH:23][cH:24]1. Reactants: NC1=C(C(=O)NNC2=CC=CC=C2)C=CC(=C1)Br (2-amino-4-bromo-N′-phenylbenzohydrazide), C(C)O (Ethanol), N(=O)[O-].[Na+] (NaNO2). Solvent: Cl (HCl), O (water). Run at temperature 76 celsius. Yields the product BrC1=CC=C2C(NN(C2=C1)C1=CC=CC=C1)=O (6-bromo-1-phenyl-1,2-dihydroindazol-3-one). As a reaction SMILES: N[C:2]1[CH:17]=[C:16]([Br:18])[CH:15]=[CH:14][C:3]=1[C:4]([NH:6][NH:7][C:8]1[CH:13]=[CH:12][CH:11]=[CH:10][CH:9]=1)=[O:5].C(O)C.N([O-])=O.[Na+]>Cl.O>[Br:18][C:16]1[CH:15]=[C:14]2[C:3]([C:4](=[O:5])[NH:6][N:7]2[C:8]2[CH:13]=[CH:12][CH:11]=[CH:10][CH:9]=2)=[CH:2][CH:17]=1 |f:2.3|. Procedure: Into a 100-mL 3-necked round-bottom flask, was placed a solution of 2-amino-4-bromo-N′-phenylbenzohydrazide (4 g, 13.07 mmol, 1.00 equiv) in 1N HCl:Ethanol=1:1 (40 mL). The resulting solution was heated to 76° C. The solid dissolved to yield red solution. To the resulting mixture was then added a solution of NaNO2 (2.7 g, 39.13 mmol, 3.00 equiv) in water (5 mL) dropwise with stirring at 76° C. The resulting solution was stirred for 1 h at 76° C. in an oil bath. The resulting mixture was cooled t... The product is COc1ccc(C(=O)Nc2ccccc2)cc1NC(=S)Nc1ccc(C(F)(F)F)cc1. Starting materials: FC(F)(F)c1ccc(N=C=S)cc1, COc1ccc(C(=O)Nc2ccccc2)cc1N. RXN SMILES: [F:19][C:20]([c:21]1[cH:22][cH:23][c:24]([N:27]=[C:28]=[S:29])[cH:25][cH:26]1)([F:30])[F:31].[NH2:1][c:2]1[cH:3][c:4]([C:5](=[O:6])[NH:7][c:8]2[cH:9][cH:10][cH:11][cH:12][cH:13]2)[cH:14][cH:15][c:16]1[O:17][CH3:18]>>[NH:1]([c:2]1[cH:3][c:4]([C:5](=[O:6])[NH:7][c:8]2[cH:9][cH:10][cH:11][cH:12][cH:13]2)[cH:14][cH:15][c:16]1[O:17][CH3:18])[C:28]([NH:27][c:24]1[cH:23][cH:22][c:21]([C:20]([F:19])([F:30])[F:31])[cH:26][cH:25]1)=[S:29].